The task is: describe an organic reaction: reactants, conditions, products, and yield. This data is from the Open Reaction Database (ORD), a public repository of structured organic reaction records. The reactants are ClC=1C=CC(=NC1)OC1=CC=C(C=C1)C1=NN(C=2C1=NC=CC2)CC (3-[4-(5-chloropyridin-2-yloxy)phenyl]-1-ethyl-1H-pyrazolo[4,3-b]pyridine), CB(O)O (methylboronic acid), C(=O)([O-])[O-].[Cs+].[Cs+] (Cs2CO3), CC(C)C1=CC(=C(C(=C1)C(C)C)C2=C(C=CC=C2)P(C3CCCCC3)C4CCCCC4)C(C)C (Xphos), C(=O)([O-])[O-].[Cs+].[Cs+] (Cs2CO3). The reagents and catalysts are C1=CC=C(C=C1)P([C-]2C=CC=C2)C3=CC=CC=C3.C1=CC=C(C=C1)P([C-]2C=CC=C2)C3=CC=CC=C3.Cl[Pd]Cl.[Fe+2] (Pd(dppf)2Cl2), CC(=O)[O-].CC(=O)[O-].[Pd+2] (Pd(OAc)2). The solvent is COCCOC.O (DME H2O), O (water). The product is C(C)N1N=C(C2=NC=CC=C21)C2=CC=C(C=C2)OC2=NC=C(C=C2)C (1-Ethyl-3-{4-[(5-methylpyridin-2-yl)oxy]phenyl}-1H-pyrazolo[4,3-b]pyridine). The yield is 20.1%. Reaction SMILES: Cl[C:2]1[CH:3]=[CH:4][C:5]([O:8][C:9]2[CH:14]=[CH:13][C:12]([C:15]3[C:19]4=[N:20][CH:21]=[CH:22][CH:23]=[C:18]4[N:17]([CH2:24][CH3:25])[N:16]=3)=[CH:11][CH:10]=2)=[N:6][CH:7]=1.[CH3:26]B(O)O.C([O-])([O-])=O.[Cs+].[Cs+].CC(C1C=C(C(C)C)C(C2C=CC=CC=2P(C2CCCCC2)C2CCCCC2)=C(C(C)C)C=1)C>COCCOC.O.C1C=CC(P(C2C=CC=CC=2)[C-]2C=CC=C2)=CC=1.C1C=CC(P(C2C=CC=CC=2)[C-]2C=CC=C2)=CC=1.Cl[Pd]Cl.[Fe+2].CC([O-])=O.CC([O-])=O.[Pd+2].O>[CH2:24]([N:17]1[C:18]2[C:19](=[N:20][CH:21]=[CH:22][CH:23]=2)[C:15]([C:12]2[CH:13]=[CH:14][C:9]([O:8][C:5]3[CH:4]=[CH:3][C:2]([CH3:26])=[CH:7][N:6]=3)=[CH:10][CH:11]=2)=[N:16]1)[CH3:25] |f:2.3.4,6.7,8.9.10.11,12.13.14|. Procedure details: A mixture of 3-[4-(5-chloropyridin-2-yloxy)phenyl]-1-ethyl-1H-pyrazolo[4,3-b]pyridine (58 mg), methylboronic acid (59.4 mg), Pd(dppf)2Cl2 (18 mg) and Cs2CO3 (766 mg) in DME/H2O (4 mL, 3/1) was exposed to microwave irradiation at 140° C. for 1 h, and then Pd(OAc)2 (3.7 mg), Xphos (15.7 mg) and Cs2CO3 (107 mg) were added. The mixture was exposed to microwave irradiation at 140° C. for 1 h, treated with water, and extracted with AcOEt. The organic layer was dried over MgSO4 and concentrated under r... Reactants: CC#N, ClCOc1ccc(Cl)cc1, c1nc[nH]n1. Product: Clc1ccc(OCn2cncn2)cc1. RXN SMILES: [CH3:16][C:17]#[N:18].[Cl:1][CH2:2][O:3][c:4]1[cH:5][cH:6][c:7]([Cl:10])[cH:8][cH:9]1.[nH:11]1[n:12][cH:13][n:14][cH:15]1>>[CH2:2]([O:3][c:4]1[cH:5][cH:6][c:7]([Cl:10])[cH:8][cH:9]1)[n:11]1[n:12][cH:13][n:14][cH:15]1. The reactants are CCOC(C)=O, CCOC(=O)c1nnc(N)s1, COC(=O)CNC(=O)c1cc(Cl)c(Oc2ccncc2C(=O)N2CCN(C3CC3)c3ccccc32)cc1Cl, CCCCCCC. Yields the product CCOC(=O)c1nnc(NC(=O)c2cc(Cl)c(Oc3ccncc3C(=O)N3CCN(C4CC4)c4ccccc43)cc2Cl)s1. Reaction SMILES: [C:50]([O:51][CH2:52][CH3:53])(=[O:54])[CH3:55].[CH2:39]([CH3:40])[O:41][C:42](=[O:43])[c:44]1[s:45][c:46]([NH2:49])[n:47][n:48]1.[CH3:1][O:2][C:3](=[O:4])[CH2:5][NH:38][C:6]([c:7]1[c:8]([Cl:36])[cH:9][c:10]([O:14][c:15]2[c:16]([C:21](=[O:22])[N:23]3[CH2:24][CH2:25][N:26]([CH:33]4[CH2:34][CH2:35]4)[c:27]4[cH:28][cH:29][cH:30][cH:31][c:32]43)[cH:17][n:18][cH:19][cH:20]2)[c:11]([Cl:13])[cH:12]1)=[O:37].[CH3:56][CH2:57][CH2:58][CH2:59][CH2:60][CH2:61][CH3:62]>>[C:6]([c:7]1[c:8]([Cl:36])[cH:9][c:10]([O:14][c:15]2[c:16]([C:21](=[O:22])[N:23]3[CH2:24][CH2:25][N:26]([CH:33]4[CH2:34][CH2:35]4)[c:27]4[cH:28][cH:29][cH:30][cH:31][c:32]43)[cH:17][n:18][cH:19][cH:20]2)[c:11]([Cl:13])[cH:12]1)(=[O:37])[NH:49][c:46]1[s:45][c:44]([C:42]([O:41][CH2:39][CH3:40])=[O:43])[n:48][n:47]1. The reactants are ClC1=NC(=C(C=C1C=O)C)C (2-chloro-5,6-dimethyl-3-pyridinecarboxaldehyde), C(CC(=O)O)(=O)O (malonic acid). Solvent: N1=CC=CC=C1 (pyridine). Product: ClC1=NC(=C(C=C1C=CC(=O)O)C)C (3-(2-chloro-5,6-dimethyl-3-pyridyl)acrylic acid). Isolated yield 87.0%. As a reaction SMILES: [Cl:1][C:2]1[C:7]([CH:8]=O)=[CH:6][C:5]([CH3:10])=[C:4]([CH3:11])[N:3]=1.C(O)(=O)[CH2:13][C:14]([OH:16])=[O:15]>N1C=CC=CC=1>[Cl:1][C:2]1[C:7]([CH:8]=[CH:13][C:14]([OH:16])=[O:15])=[CH:6][C:5]([CH3:10])=[C:4]([CH3:11])[N:3]=1. Procedure details: A mixture of 2-chloro-5,6-dimethyl-3-pyridinecarboxaldehyde (16.85 g), malonic acid (11.45 g) piperidine (10 ml) and pyridine (100 ml) was heated under reflux for 1 hour and evaporated to an oil. This oil was dissolved in sodium hydroxide solution and was extracted with chloroform (discarded). The aqueous phase was acidified with hydrochloric acid and was extracted with chloroform. The chloroform extracts were washed with water and evaporated to give 3-(2-chloro-5,6-dimethyl-3-pyridyl)acrylic ac... Reactants: Cc1cccc(CBr)n1, CCOC(=O)c1c[nH]c2ccccc2c1=O, [H-], [Na+], CN(C)C=O. Yields the product CCOC(=O)c1cn(Cc2cccc(C)n2)c2ccccc2c1=O. Reaction SMILES: [Br:19][CH2:20][c:21]1[n:22][c:23]([CH3:27])[cH:24][cH:25][cH:26]1.[CH2:1]([CH3:2])[O:3][C:4](=[O:5])[c:6]1[cH:7][nH:8][c:9]2[cH:10][cH:11][cH:12][cH:13][c:14]2[c:15]1=[O:16].[H-:17].[Na+:18].[O:28]=[CH:29][N:30]([CH3:31])[CH3:32]>>[CH2:1]([CH3:2])[O:3][C:4](=[O:5])[c:6]1[cH:7][n:8]([CH2:20][c:21]2[n:22][c:23]([CH3:27])[cH:24][cH:25][cH:26]2)[c:9]2[cH:10][cH:11][cH:12][cH:13][c:14]2[c:15]1=[O:16]. Starting materials: ClCCN1C(NCC1)=O ((2-chloroethyl)imidazolidin-2-one), [Na] (sodium), OC=1C(=C(C=O)C(=CC1C)C)C (3-hydroxy-2,4,6-trimethylbenzaldehyde). The solvent is CO (methanol), C1(=CC=CC=C1)C (toluene). The product is CC1=C(C=O)C(=CC(=C1OCCN1C(NCC1)=O)C)C (2,4,6-trimethyl-3-(2-(2-oxoimidazolidin-1-yl)ethoxy)benzaldehyde). Reaction SMILES: [Na].[OH:2][C:3]1[C:4]([CH3:13])=[C:5]([C:8]([CH3:12])=[CH:9][C:10]=1[CH3:11])[CH:6]=[O:7].Cl[CH2:15][CH2:16][N:17]1[CH2:21][CH2:20][NH:19][C:18]1=[O:22]>CO.C1(C)C=CC=CC=1>[CH3:13][C:4]1[C:3]([O:2][CH2:15][CH2:16][N:17]2[CH2:21][CH2:20][NH:19][C:18]2=[O:22])=[C:10]([CH3:11])[CH:9]=[C:8]([CH3:12])[C:5]=1[CH:6]=[O:7] |^1:0|. Procedure details: To a solution of sodium (1.63 g, 0.071 mol) in methanol (60 mL) is added dropwise 3-hydroxy-2,4,6-trimethylbenzaldehyde (11.90 g, 0.073 mol) in anhydrous toluene (300 mL). The mixture is heated under reflux and then the methanol is distilled off (volume of azeotropic mixture collected 80-90 mL). After returning to 80-90° C., (2-chloroethyl)imidazolidin-2-one (10.45 g, 0.070 mol) is added all at once to the reaction medium. After heating for 7 hours under reflux, the solvents are evaporated under... Reactants: C(C)(C)(C)C1=CC=C(C=C1)NC(=O)NCCCN(C(C)C)C[C@H]1O[C@H]([C@@H]2OC(O[C@@H]21)(C)C)N2C=CC1=C2N=CN=C1NCC1=C(C=C(C=C1)OC)OC (1-(4-(tert-butyl)phenyl)-3-(3-((((3aR,4R,6R,6aR)-6-(4-((2,4-dimethoxybenzyl)amino)-7H-pyrrolo[2,3-d]pyrimidin-7-yl)-2,2-dimethyltetrahydrofuro[3,4-d][1,3]dioxol-4-yl)methyl)(isopropyl)amino)propyl)urea). Solvent: FC(C(=O)O)(F)F (trifluoroacetic acid), O (water). Run at temperature 0 celsius, time 30 minute. Yields the product NC=1C2=C(N=CN1)N(C=C2)[C@H]2[C@@H]([C@@H]([C@H](O2)CN(CCCNC(=O)NC2=CC=C(C=C2)C(C)(C)C)C(C)C)O)O (1-(3-((((2R,3S,4R,5R)-5-(4-amino-7H-pyrrolo[2,3-d]pyrimidin-7-yl)-3,4-dihydroxytetrahydrofuran-2-yl)methyl)(isopropyl)amino)propyl)-3-(4-(tert-butyl)phenyl)urea). The yield is 46.7%. Reaction SMILES: [C:1]([C:5]1[CH:10]=[CH:9][C:8]([NH:11][C:12]([NH:14][CH2:15][CH2:16][CH2:17][N:18]([CH2:22][C@@H:23]2[C@@H:30]3[C@@H:26]([O:27]C(C)(C)[O:29]3)[C@H:25]([N:33]3[C:37]4[N:38]=[CH:39][N:40]=[C:41]([NH:42]CC5C=CC(OC)=CC=5OC)[C:36]=4[CH:35]=[CH:34]3)[O:24]2)[CH:19]([CH3:21])[CH3:20])=[O:13])=[CH:7][CH:6]=1)([CH3:4])([CH3:3])[CH3:2]>FC(F)(F)C(O)=O.O>[NH2:42][C:41]1[C:36]2[CH:35]=[CH:34][N:33]([C@@H:25]3[O:24][C@H:23]([CH2:22][N:18]([CH:19]([CH3:20])[CH3:21])[CH2:17][CH2:16][CH2:15][NH:14][C:12]([NH:11][C:8]4[CH:7]=[CH:6][C:5]([C:1]([CH3:3])([CH3:2])[CH3:4])=[CH:10][CH:9]=4)=[O:13])[C@@H:30]([OH:29])[C@H:26]3[OH:27])[C:37]=2[N:38]=[CH:39][N:40]=1. Procedure details: 1-(4-(tert-butyl)phenyl)-3-(3-((((3aR,4R,6R,6aR)-6-(4-((2,4-dimethoxybenzyl)amino)-7H-pyrrolo[2,3-d]pyrimidin-7-yl)-2,2-dimethyltetrahydrofuro[3,4-d][1,3]dioxol-4-yl)methyl)(isopropyl)amino)propyl)urea (1.07 g, 1.39 mmol) was dissolved in a mixture of trifluoroacetic acid (25 mL) and water (2.5 mL) which had been cooled at 0° C. and the resulting solution was stirred at 0° C. for 30 minutes, then warmed to room temperature. After 4 h, the reaction was found to be complete by HPLC. The reaction m... The reactants are [OH-].[Na+] (NaOH), C(C)(C)(C)N (tertiary-butylamine), ClCCOC(C)O (2-chloroethoxyethanol), steel. Run in CO (methanol). Conditions: temperature 150 celsius. Yields the product C(C)(C)(C)NCCOC(C)O (tertiarybutylaminoethoxyethanol). RXN SMILES: [C:1]([NH2:5])([CH3:4])([CH3:3])[CH3:2].Cl[CH2:7][CH2:8][O:9][CH:10]([OH:12])[CH3:11].[OH-].[Na+]>CO>[C:1]([NH:5][CH2:7][CH2:8][O:9][CH:10]([OH:12])[CH3:11])([CH3:4])([CH3:3])[CH3:2] |f:2.3|. Procedure: A solution of 45.63 g (0.625 mole) of tertiary-butylamine and 31 g (0.25 mole) of 2-chloroethoxyethanol in 100 ml of methanol was charged to a 300 ml steel autoclave and heated under autogenous pressure for 1 hour at 150° C. The reactor was cooled and the contents removed. To the homogeneous solution was added 11 g (0.275 mole) of NaOH pellets and the reaction refluxed for 0.5-1 hour, cooled, filtered, vacuum stripped, and distilled. The yield was 31.4 g (78%). Starting materials: O (Water), CN1CC2=C(NC=3C=CC(=CC23)C)CC1 (2,8-Dimethyl-2,3,4,5-tetrahydro-1H-pyrido[4,3-b]indole), BrCC1(OCCO1)C1=CC=CC=C1 (2-Bromomethyl-2-phenyl[1,3]dioxolane), [H-].[Na+] (sodium hydride). Solvent: CN(C)C=O (DMF). Run at temperature 100 celsius. Yields the product CN1CC2=C(N(C=3C=CC(=CC23)C)CC2(OCCO2)C2=CC=CC=C2)CC1 (2,8-dimethyl-5-((2-phenyl-1,3-dioxolan-2-yl)methyl)-2,3,4,5-tetrahydro-1H-pyrido[4,3-b]indole). As a reaction SMILES: [CH3:1][N:2]1[CH2:15][CH2:14][C:5]2[NH:6][C:7]3[CH:8]=[CH:9][C:10]([CH3:13])=[CH:11][C:12]=3[C:4]=2[CH2:3]1.[H-].[Na+].Br[CH2:19][C:20]1([C:25]2[CH:30]=[CH:29][CH:28]=[CH:27][CH:26]=2)[O:24][CH2:23][CH2:22][O:21]1.O>CN(C=O)C>[CH3:1][N:2]1[CH2:15][CH2:14][C:5]2[N:6]([CH2:19][C:20]3([C:25]4[CH:26]=[CH:27][CH:28]=[CH:29][CH:30]=4)[O:21][CH2:22][CH2:23][O:24]3)[C:7]3[CH:8]=[CH:9][C:10]([CH3:13])=[CH:11][C:12]=3[C:4]=2[CH2:3]1 |f:1.2|. Procedure details: 2,8-Dimethyl-2,3,4,5-tetrahydro-1H-pyrido[4,3-b]indole (2 g, 10 mmol) was dissolved in 20 mL of DMF. The resulting solution was cooled in an ice-water bath and sodium hydride (840 mg, 4.2 mmol) was added under nitrogen atmosphere. 2-Bromomethyl-2-phenyl[1,3]dioxolane (2.43 g, 10 mmol) was added and the reaction mixture was heated at 100° C. overnight. Water was added and the product was extracted with EtOAc. The organic layer was washed with water, dried over anhydrous sodium sulfate and concent... Reactants: C(C)[Mg]Br (ethylmagnesium bromide), C(C)(C)(C)C=1C=CC(=C(C=O)C1)OC1=CC=NC2=CC(=C(C=C12)OC)OC (5-(Tert-butyl)-2-[(6,7-dimethoxy-4-quinolyl)oxy]benzaldehyde), O (Water). Solvent: O1CCCC1 (tetrahydrofuran), O1CCCC1 (tetrahydrofuran). Conditions: temperature 0 celsius, time 1 hour. Yields the product C(C)(C)(C)C=1C=CC(=C(C1)C(CC)O)OC1=CC=NC2=CC(=C(C=C12)OC)OC (1-{5-(tert-butyl)-2-[(6,7-dimethoxy-4-quinolyl)oxy]phenyl}-1-propanol). Reaction SMILES: [C:1]([C:5]1[CH:6]=[CH:7][C:8]([O:13][C:14]2[C:23]3[C:18](=[CH:19][C:20]([O:26][CH3:27])=[C:21]([O:24][CH3:25])[CH:22]=3)[N:17]=[CH:16][CH:15]=2)=[C:9]([CH:12]=1)[CH:10]=[O:11])([CH3:4])([CH3:3])[CH3:2].[CH2:28]([Mg]Br)[CH3:29].O>O1CCCC1>[C:1]([C:5]1[CH:6]=[CH:7][C:8]([O:13][C:14]2[C:23]3[C:18](=[CH:19][C:20]([O:26][CH3:27])=[C:21]([O:24][CH3:25])[CH:22]=3)[N:17]=[CH:16][CH:15]=2)=[C:9]([CH:10]([OH:11])[CH2:28][CH3:29])[CH:12]=1)([CH3:4])([CH3:2])[CH3:3]. Procedure: 5-(Tert-butyl)-2-[(6,7-dimethoxy-4-quinolyl)oxy]benzaldehyde was dissolved in anhydrous tetrahydrofuran (1 ml) to prepare a solution. A 1 M tetrahydrofuran solution (0.5 ml) of ethylmagnesium bromide was added to the solution at 0° C., and the mixture was stirred at 0° C. for one hr. Water (1 ml) was added dropwise to the reaction solution to stop the solution. The mixture was extracted with ethyl acetate, and the ethyl acetate layer was then washed with water and saturated brine and was dried o...